Dataset: the Open Reaction Database (ORD), a public repository of structured organic reaction records. Task: describe an organic reaction: reactants, conditions, products, and yield Reactants: ClCCl, [Ca+2], [Cl-], [Cl-], O=CCCCCC(O)COc1ccc(F)cc1, O=S(O)c1ccccc1. The product is O=S(=O)(c1ccccc1)C1CCCCC(COc2ccc(F)cc2)O1. RXN SMILES: [CH2:30]([Cl:31])[Cl:32].[Ca+2:11].[Cl-:10].[Cl-:12].[F:13][c:14]1[cH:15][cH:16][c:17]([O:18][CH2:19][CH:20]([CH2:21][CH2:22][CH2:23][CH2:24][CH:25]=[O:26])[OH:27])[cH:28][cH:29]1.[c:1]1([S:7](=[O:8])[OH:9])[cH:2][cH:3][cH:4][cH:5][cH:6]1>>[c:1]1([S:7](=[O:8])(=[O:9])[CH:25]2[CH2:24][CH2:23][CH2:22][CH2:21][CH:20]([CH2:19][O:18][c:17]3[cH:16][cH:15][c:14]([F:13])[cH:29][cH:28]3)[O:27]2)[cH:2][cH:3][cH:4][cH:5][cH:6]1. The reactants are BrCc1ccc(-n2cccn2)cc1, NC(=O)C1CCCCCC1NS(=O)(=O)c1ccc(Cl)cc1. The product is NC(=O)C1CCCCCC1N(Cc1ccc(-n2cccn2)cc1)S(=O)(=O)c1ccc(Cl)cc1. Reaction SMILES: [Br:22][CH2:23][c:24]1[cH:25][cH:26][c:27](-[n:30]2[n:31][cH:32][cH:33][cH:34]2)[cH:28][cH:29]1.[Cl:1][c:2]1[cH:3][cH:4][c:5]([S:8](=[O:9])(=[O:10])[NH:11][CH:12]2[CH:13]([C:19](=[O:20])[NH2:21])[CH2:14][CH2:15][CH2:16][CH2:17][CH2:18]2)[cH:6][cH:7]1>>[Cl:1][c:2]1[cH:3][cH:4][c:5]([S:8](=[O:9])(=[O:10])[N:11]([CH:12]2[CH:13]([C:19](=[O:20])[NH2:21])[CH2:14][CH2:15][CH2:16][CH2:17][CH2:18]2)[CH2:23][c:24]2[cH:25][cH:26][c:27](-[n:30]3[n:31][cH:32][cH:33][cH:34]3)[cH:28][cH:29]2)[cH:6][cH:7]1. The reactants are CC1Cc2ccc(C3CCNCC3)cc2CN1c1cc(N2CCN(C)CC2)nc(N)n1, CC(C)OC(=O)Cl, Cl. Yields the product CC(C)OC(=O)N1CCC(c2ccc3c(c2)CN(c2cc(N4CCN(C)CC4)nc(N)n2)C(C)C3)CC1. Reaction SMILES: [CH3:1][N:2]1[CH2:3][CH2:4][N:5]([c:8]2[n:9][c:10]([NH2:31])[n:11][c:12]([N:14]3[CH2:15][c:16]4[cH:17][c:18]([CH:25]5[CH2:26][CH2:27][NH:28][CH2:29][CH2:30]5)[cH:19][cH:20][c:21]4[CH2:22][CH:23]3[CH3:24])[cH:13]2)[CH2:6][CH2:7]1.[Cl:33][C:34](=[O:35])[O:36][CH:37]([CH3:38])[CH3:39].[ClH:32]>>[CH3:1][N:2]1[CH2:3][CH2:4][N:5]([c:8]2[n:9][c:10]([NH2:31])[n:11][c:12]([N:14]3[CH2:15][c:16]4[cH:17][c:18]([CH:25]5[CH2:26][CH2:27][N:28]([C:34](=[O:35])[O:36][CH:37]([CH3:38])[CH3:39])[CH2:29][CH2:30]5)[cH:19][cH:20][c:21]4[CH2:22][CH:23]3[CH3:24])[cH:13]2)[CH2:6][CH2:7]1. Reactants: ClC1=CC=C(C=C1)N(C(C)=O)[C@@H]1C[C@@H](N(C2=CC=CC=C12)C(C1=CC=C(C=C1)OCC1CCNCC1)=O)C ((2S,4R)-N-(4-Chloro-phenyl)-N-{2-methyl-1-[4-(piperidin-4-ylmethoxy)-benzoyl]-1,2,3,4-tetrahydro-quinolin-4-yl}-acetamide), C(C)=O (acetaldehyde), [BH-](OC(=O)C)(OC(=O)C)OC(=O)C.[Na+] (Na(OAc)3BH). Solvent: ClCCl (dichloromethane). Yields the product ClC1=CC=C(C=C1)N(C(C)=O)[C@@H]1C[C@@H](N(C2=CC=CC=C12)C(C1=CC=C(C=C1)OCC1CCN(CC1)CC)=O)C ((2S,4R)-N-(4-Chloro-phenyl)-N-{1-[4-(1-ethyl-piperidin-4-ylmethoxy)-benzoyl]-2-methyl-1,2,3,4-tetrahydro-quinolin-4-yl}-acetamide). The yield is 55.0%. Reaction SMILES: [Cl:1][C:2]1[CH:7]=[CH:6][C:5]([N:8]([C@H:12]2[C:21]3[C:16](=[CH:17][CH:18]=[CH:19][CH:20]=3)[N:15]([C:22](=[O:37])[C:23]3[CH:28]=[CH:27][C:26]([O:29][CH2:30][CH:31]4[CH2:36][CH2:35][NH:34][CH2:33][CH2:32]4)=[CH:25][CH:24]=3)[C@@H:14]([CH3:38])[CH2:13]2)[C:9](=[O:11])[CH3:10])=[CH:4][CH:3]=1.[CH:39](=O)[CH3:40].[BH-](OC(C)=O)(OC(C)=O)OC(C)=O.[Na+]>ClCCl>[Cl:1][C:2]1[CH:7]=[CH:6][C:5]([N:8]([C@H:12]2[C:21]3[C:16](=[CH:17][CH:18]=[CH:19][CH:20]=3)[N:15]([C:22](=[O:37])[C:23]3[CH:28]=[CH:27][C:26]([O:29][CH2:30][CH:31]4[CH2:36][CH2:35][N:34]([CH2:39][CH3:40])[CH2:33][CH2:32]4)=[CH:25][CH:24]=3)[C@@H:14]([CH3:38])[CH2:13]2)[C:9](=[O:11])[CH3:10])=[CH:4][CH:3]=1 |f:2.3|. Procedure details: The piperdine was reacted with acetaldehyde, Na(OAc)3BH in dichloromethane at room temperature overnight. Then washed with 1N NaOH, dried over MgSO4, filtered and concentrated down. The crude residue was purified by silica gel chromatography (10% methanol/90% dichloromethane) to afford the product (55%). The reactants are BrCCCCCCBr, CC(C)=O, [K+], [K+], O=C([O-])[O-], Oc1ccc2c(ccn2-c2ccccc2)c1. Product: BrCCCCCCOc1ccc2c(ccn2-c2ccccc2)c1. As a reaction SMILES: [Br:17][CH2:18][CH2:19][CH2:20][CH2:21][CH2:22][CH2:23][Br:24].[CH3:31][C:32](=[O:33])[CH3:34].[K+:25].[K+:26].[O-:27][C:28]([O-:29])=[O:30].[c:1]1(-[n:7]2[cH:8][cH:9][c:10]3[cH:11][c:12]([OH:16])[cH:13][cH:14][c:15]23)[cH:2][cH:3][cH:4][cH:5][cH:6]1>>[c:1]1(-[n:7]2[cH:8][cH:9][c:10]3[cH:11][c:12]([O:16][CH2:23][CH2:22][CH2:21][CH2:20][CH2:19][CH2:18][Br:17])[cH:13][cH:14][c:15]23)[cH:2][cH:3][cH:4][cH:5][cH:6]1. The reactants are IC1=CNC2=CC=CC=C12 (3-iodoindole), [H-].[Na+] (NaH), [NH4+].[Cl-] (NH4Cl), N(=C=O)C1=CC(=CC=C1)C(F)(F)F (1-isocyanato-3-(trifluoromethyl)benzene). Run in CN(C)C=O (DMF). Run at time 0.5 hour. Product: IC1=CN(C2=CC=CC=C12)C(=O)NC1=CC(=CC=C1)C(F)(F)F (3-iodo-N-(3-(trifluoromethyl)phenyl)-1H-indole-1-carboxamide). As a reaction SMILES: [I:1][C:2]1[C:10]2[C:5](=[CH:6][CH:7]=[CH:8][CH:9]=2)[NH:4][CH:3]=1.[H-].[Na+].[N:13]([C:16]1[CH:21]=[CH:20][CH:19]=[C:18]([C:22]([F:25])([F:24])[F:23])[CH:17]=1)=[C:14]=[O:15].[NH4+].[Cl-]>CN(C=O)C>[I:1][C:2]1[C:10]2[C:5](=[CH:6][CH:7]=[CH:8][CH:9]=2)[N:4]([C:14]([NH:13][C:16]2[CH:21]=[CH:20][CH:19]=[C:18]([C:22]([F:23])([F:24])[F:25])[CH:17]=2)=[O:15])[CH:3]=1 |f:1.2,4.5|. Reported procedure: To a solution of 3-iodoindole (583 mg, 2.4 mmol) (Witulski, B.; Buschmann, N.; Bergstrasser, U. Tetrahedron 2000, 56, 8473-8480.) in DMF (10 mL) at 0° C. was added NaH (125 mg, 3.1 mmol, 60% dispersion in mineral oil). The reaction mixture was allowed to warm to room temperature and stir for 0.5 h. Then 1-isocyanato-3-(trifluoromethyl)benzene (0.38 mL, 2.64 mmol) was added and allowed to stir for an additional 0.5 h. Sat. aq. NH4Cl (20 mL) was added and the mixture was poured onto water (50 mL).... The reactants are C1(=CC=CC=C1)S(=O)(=O)NCCN1C2=C(C=3C=CC=CC13)CCN(CC2)C(=O)OC(C)(C)C (tert-Butyl 6-{2-[(phenylsulfonyl)amino]ethyl}-1,4,5,6-tetrahydroazepino[4,5-b]indole-3(2H)-carboxylate), C(Cl)Cl (CH2Cl2), C(F)(F)(F)C(=O)O (CF3CO2H). Conditions: time 2 hour. Product: Cl.C1CNCCC=2N(C=3C=CC=CC3C21)CCNS(=O)(=O)C2=CC=CC=C2 (N-[2-(2,3,4,5-tetrahydroazepino[4,5-b]indol-6(1H)-yl)-ethyl]benzenesulfonamide hydrochloride). Isolated yield 90.0%. Reaction SMILES: [C:1]1([S:7]([NH:10][CH2:11][CH2:12][N:13]2[C:21]3[CH:20]=[CH:19][CH:18]=[CH:17][C:16]=3[C:15]3[CH2:22][CH2:23][N:24](C(OC(C)(C)C)=O)[CH2:25][CH2:26][C:14]2=3)(=[O:9])=[O:8])[CH:6]=[CH:5][CH:4]=[CH:3][CH:2]=1.C(C(O)=O)(F)(F)F.C(Cl)[Cl:42]>>[ClH:42].[CH2:22]1[C:15]2[C:16]3[CH:17]=[CH:18][CH:19]=[CH:20][C:21]=3[N:13]([CH2:12][CH2:11][NH:10][S:7]([C:1]3[CH:6]=[CH:5][CH:4]=[CH:3][CH:2]=3)(=[O:8])=[O:9])[C:14]=2[CH2:26][CH2:25][NH:24][CH2:23]1 |f:3.4|. Reported procedure: tert-Butyl 6-{2-[(phenylsulfonyl)amino]ethyl}-1,4,5,6-tetrahydroazepino[4,5-b]indole-3(2H)-carboxylate (0.0430 g, 0.0916 mmol) was dissolved in CH2Cl2 (2 mL) at rt. CF3CO2H (1 mL) was added, then the reaction mixture was stirred for 2 h. The reaction mixture was concentrated and the residue was taken up in EtOAc (2 mL). HCl in Et2O (1N) (2 mL) was added and the precipitated salt was collected by filtration. N-[2-(2,3,4,5-tetrahydroazepino[4,5-b]indol-6(1H)-yl)-ethyl]benzenesulfonamide hydrochlor...